This data is from the Open Reaction Database (ORD), a public repository of structured organic reaction records. The task is: describe an organic reaction: reactants, conditions, products, and yield The reactants are N1=CC(=CC=C1)C1=CC=C(C(=O)OCC)C=C1 (ethyl 4-(3-pyridyl)benzoate), [OH-].[Na+] (sodium hydroxide). Run in C(C)O (ethanol). Conditions: time 2 hour. The product is N1=CC(=CC=C1)C1=CC=C(C(=O)O)C=C1 (4-(3-Pyridyl)benzoic acid). Isolated yield 79.3%. RXN SMILES: [N:1]1[CH:6]=[CH:5][CH:4]=[C:3]([C:7]2[CH:17]=[CH:16][C:10]([C:11]([O:13]CC)=[O:12])=[CH:9][CH:8]=2)[CH:2]=1.[OH-].[Na+]>C(O)C>[N:1]1[CH:6]=[CH:5][CH:4]=[C:3]([C:7]2[CH:17]=[CH:16][C:10]([C:11]([OH:13])=[O:12])=[CH:9][CH:8]=2)[CH:2]=1 |f:1.2|. Reported procedure: To a solution of the obtained ethyl 4-(3-pyridyl)benzoate (2.14 g) in ethanol (20 ml) was added 1 N sodium hydroxide solution (15 ml), and the solution was stirred at room temperature for 2 hours. The reaction solution was concentrated and the residue was dissolved in water, to which was added 1 N hydrochloric acid (15 ml). The precipitate was filtered, washed with water and dried to give the title compound (1.488 g). The reactants are [N+](=O)([O-])C1=CC=2C=3N(C(NC2C=C1)=O)CCN3 (9-nitro-5-oxo-2,3,5,6-tetrahydroimidazo-[1,2-c]-quinazoline), [OH-].[Na+] (NaOH), S(=O)([O-])S(=O)[O-].[Na+].[Na+] (sodium dithionite). Run in O (H2O). Reaction conditions: temperature 60 celsius. Product: NC1=CC=2C=3N(C(NC2C=C1)=O)CCN3 (9-Amino-5-oxo-2,3,5,6-tetrahydroimidazo-[1,2-c]-quinazoline). Reaction SMILES: [N+:1]([C:4]1[CH:13]=[CH:12][C:11]2[NH:10][C:9](=[O:14])[N:8]3[CH2:15][CH2:16][N:17]=[C:7]3[C:6]=2[CH:5]=1)([O-])=O.[OH-].[Na+].S(S([O-])=O)([O-])=O.[Na+].[Na+]>O>[NH2:1][C:4]1[CH:13]=[CH:12][C:11]2[NH:10][C:9](=[O:14])[N:8]3[CH2:15][CH2:16][N:17]=[C:7]3[C:6]=2[CH:5]=1 |f:1.2,3.4.5|. Procedure details: 4.6 g of 9-nitro-5-oxo-2,3,5,6-tetrahydroimidazo-[1,2-c]-quinazoline were dissolved in 4.8 g (0.12 mol) of NaOH in 80 ml of H2O. 10.5 g of sodium dithionite were added to the mixture, during which the temperature increased to 60° C. The mixture was then heated to boiling for a short time. After the mixture had been cooled, the precipitated crystals were filtered off under suction, washed with H2O and finally thoroughly stirred in 1N NaOH. The mixture was then again filtered off under suction, an... Starting materials: N(=[N+]=[N-])C(C)C1=C(C=CC=C1)C (1-(1-azidoethyl)-2-methylbenzene), [H][H] (hydrogen). Isolated yield 77.2%. Procedure: 10% palladium-carbon (water content: 50%, 50 mg) was added to a solution of 1-(1-azidoethyl)-2-methylbenzene (744 mg) in methanol (5 mL), and the reaction solution was stirred in a hydrogen atmosphere at room temperature for 1 hour. The reaction solution was filtered on a celite, and the filtrate was concentrated under reduced pressure to obtain 482 mg of the title compound. The physical properties of the compound are as follows. The reagents and catalysts are [C].[Pd] (palladium-carbon). RXN SMILES: [N:1]([CH:4]([C:6]1[CH:11]=[CH:10][CH:9]=[CH:8][C:7]=1[CH3:12])[CH3:5])=[N+]=[N-].[H][H]>CO.[C].[Pd]>[C:7]1([CH3:12])[CH:8]=[CH:9][CH:10]=[CH:11][C:6]=1[CH:4]([NH2:1])[CH3:5] |f:3.4|. Yields the product C1(=C(C=CC=C1)C(C)N)C (1-o-tolylethylamine). Run in CO (methanol). The reactants are CO (Methanol), C1CCOC1 (THF), O.NN (hydrazine monohydrate), CC1=C(OCC2=C(C=CC=C2)C(C(=O)OC)=NOC)C=C(C=C1)C (methyl 2-(2,5-dimethylphenoxymethyl)-α-methoxyiminophenylacetate). Solvent: O (water). Conditions: time 3 hour. Yields the product CC1=C(OCC2=C(C=CC=C2)C(C(=O)NN)=NOC)C=C(C=C1)C (2-(2,5-dimethylphenoxymethyl)-α-methoxyiminophenylacetohydrazide). Yield: 89.5%. RXN SMILES: CO.C1COCC1.O.[NH2:9][NH2:10].[CH3:11][C:12]1[CH:33]=[CH:32][C:31]([CH3:34])=[CH:30][C:13]=1[O:14][CH2:15][C:16]1[CH:21]=[CH:20][CH:19]=[CH:18][C:17]=1[C:22](=[N:27][O:28][CH3:29])[C:23](OC)=[O:24]>O>[CH3:11][C:12]1[CH:33]=[CH:32][C:31]([CH3:34])=[CH:30][C:13]=1[O:14][CH2:15][C:16]1[CH:21]=[CH:20][CH:19]=[CH:18][C:17]=1[C:22](=[N:27][O:28][CH3:29])[C:23]([NH:9][NH2:10])=[O:24] |f:2.3|. Procedure: Methanol (10 ml), THF (10 ml) and hydrazine monohydrate (1.68 g, 0.03 mol) were added to methyl 2-(2,5-dimethylphenoxymethyl)-α-methoxyiminophenylacetate (3.27 g, 0.01 mol), and the mixture was stirred at room temperature for 3 hours. After completion of the reaction, water (200 ml) was added, and the mixture was extracted with dichloromethane. The dichloromethane layer was dried over anhydrous magnesium sulfate and concentrated under reduced pressure. The residue was recrystallized from ethyl a... Reactants: COc1ccccc1OC, O=C(O)C1CCN(C(=O)O)CC1. The product is COc1cccc(C(=O)C2CCN(C(=O)O)CC2)c1OC. RXN SMILES: [CH3:13][O:14][c:15]1[cH:16][cH:17][cH:18][cH:19][c:20]1[O:21][CH3:22].[N:1]1([C:10](=[O:11])[OH:12])[CH2:2][CH2:3][CH:4]([C:7](=[O:8])[OH:9])[CH2:5][CH2:6]1>>[N:1]1([C:10](=[O:11])[OH:12])[CH2:2][CH2:3][CH:4]([C:7](=[O:9])[c:16]2[c:15]([O:14][CH3:13])[c:20]([O:21][CH3:22])[cH:19][cH:18][cH:17]2)[CH2:5][CH2:6]1. Starting materials: CC(Oc1cccc2nc[nH]c(=O)c12)C(=O)N(C)C, Nc1ccc2c(cnn2Cc2cccc(F)c2)c1. Yields the product CC(Oc1cccc2ncnc(Nc3ccc4c(cnn4Cc4cccc(F)c4)c3)c12)C(=O)N(C)C. Reaction SMILES: [CH3:1][N:2]([C:3]([CH:4]([CH3:5])[O:6][c:7]1[c:8]2[c:9](=[O:17])[nH:10][cH:11][n:12][c:13]2[cH:14][cH:15][cH:16]1)=[O:18])[CH3:19].[F:20][c:21]1[cH:22][c:23]([CH2:24][n:25]2[n:26][cH:27][c:28]3[cH:29][c:30]([NH2:34])[cH:31][cH:32][c:33]23)[cH:35][cH:36][cH:37]1>>[CH3:1][N:2]([C:3]([CH:4]([CH3:5])[O:6][c:7]1[c:8]2[c:9]([NH:34][c:30]3[cH:29][c:28]4[cH:27][n:26][n:25]([CH2:24][c:23]5[cH:22][c:21]([F:20])[cH:37][cH:36][cH:35]5)[c:33]4[cH:32][cH:31]3)[n:10][cH:11][n:12][c:13]2[cH:14][cH:15][cH:16]1)=[O:18])[CH3:19]. Starting materials: CC1=NC(=NC(=C1[N+](=O)[O-])C)O (4,6-dimethyl-5-nitropyrimidine-2-ol), [H][H] (hydrogen). The reagents and catalysts are [Pd] (Pd—C). Solvent: CO (methanol). Conditions: temperature 25 celsius, time 8 hour. Yields the product NC=1C(=NC(=NC1C)O)C (5-amino-4,6-dimethylpyrimidine-2-ol). Yield: 103.7%. RXN SMILES: [CH3:1][C:2]1[C:7]([N+:8]([O-])=O)=[C:6]([CH3:11])[N:5]=[C:4]([OH:12])[N:3]=1.[H][H]>CO.[Pd]>[NH2:8][C:7]1[C:2]([CH3:1])=[N:3][C:4]([OH:12])=[N:5][C:6]=1[CH3:11]. Reported procedure: Compound 1 (1.0 g), 5% Pd—C (131 mg) were suspended in methanol (60 mL). Evacuation and replacement with hydrogen were repeated three times. Subsequently, the suspension was vigorously stirred at room temperature (20 to 30° C.) for 8 hours under hydrogen atmosphere. After the reaction was completed, the mixture was filtered through Celite and the filtered product was washed with methanol. The filtrate was evaporated under reduced pressure to give 853 mg of a crude desired product of Compound 3 a... Starting materials: Cc1nnnn1-c1cc(COCC2(c3ccccc3)CCN(C(=O)OC(C)(C)C)CC2)cc(C(F)(F)F)c1, CCOC(C)=O, Cl. Yields the product Cc1nnnn1-c1cc(COCC2(c3ccccc3)CCNCC2)cc(C(F)(F)F)c1. Reaction SMILES: [CH3:1][c:2]1[n:3][n:4][n:5][n:6]1-[c:7]1[cH:8][c:9]([CH2:10][O:11][CH2:12][C:13]2([c:26]3[cH:27][cH:28][cH:29][cH:30][cH:31]3)[CH2:14][CH2:15][N:16]([C:19]([O:20][C:21]([CH3:22])([CH3:23])[CH3:24])=[O:25])[CH2:17][CH2:18]2)[cH:32][c:33]([C:35]([F:36])([F:37])[F:38])[cH:34]1.[CH3:40][CH2:41][O:42][C:43](=[O:44])[CH3:45].[ClH:39]>>[CH3:1][c:2]1[n:3][n:4][n:5][n:6]1-[c:7]1[cH:8][c:9]([CH2:10][O:11][CH2:12][C:13]2([c:26]3[cH:27][cH:28][cH:29][cH:30][cH:31]3)[CH2:14][CH2:15][NH:16][CH2:17][CH2:18]2)[cH:32][c:33]([C:35]([F:36])([F:37])[F:38])[cH:34]1.